This data is from the Open Reaction Database (ORD), a public repository of structured organic reaction records. The task is: describe an organic reaction: reactants, conditions, products, and yield Reactants: N (ammonia), C(C1=CC=CC=C1)=O (benzaldehyde), C(C)(=O)[O-].[NH4+] (ammonium acetate), C(C)(C)(C)C=1C=C(C=C(C1O)C(C)(C)C)C(C(C)=O)=O (1-(3,5-di-tert-butyl-4-hydroxyphenyl)-1,2-propanedione). The solvent is C(C)(=O)O (acetic acid), O (water). Yields the product C(C)(C)(C)C=1C=C(C=C(C1O)C(C)(C)C)C=1N=C(NC1C)C1=CC=CC=C1 (4-(3,5-di-tert-butyl-4-hydroxyphenyl)-5-methyl-2-phenylimidazole). RXN SMILES: [C:1]([C:5]1[CH:6]=[C:7]([C:16](=O)[C:17](=O)[CH3:18])[CH:8]=[C:9]([C:12]([CH3:15])([CH3:14])[CH3:13])[C:10]=1[OH:11])([CH3:4])([CH3:3])[CH3:2].[CH:21](=O)[C:22]1[CH:27]=[CH:26][CH:25]=[CH:24][CH:23]=1.C([O-])(=O)C.[NH4+:33].[NH3:34]>C(O)(=O)C.O>[C:1]([C:5]1[CH:6]=[C:7]([C:16]2[N:33]=[C:21]([C:22]3[CH:27]=[CH:26][CH:25]=[CH:24][CH:23]=3)[NH:34][C:17]=2[CH3:18])[CH:8]=[C:9]([C:12]([CH3:15])([CH3:14])[CH3:13])[C:10]=1[OH:11])([CH3:4])([CH3:3])[CH3:2] |f:2.3|. Procedure: In 10ml of acetic acid was dissolved 0.6 g of 1-(3,5-di-tert-butyl-4-hydroxyphenyl)-1,2-propanedione and then after adding thereto 0.3 g of benzaldehyde and 2.2 g of ammonium acetate, the mixture was refluxed for 3 hours. The reaction mixture was concentrated and the residue formed was mixed with 20 ml of water, neutralized by the addition of concentration aqueous ammonia, and extracted with chloroform. The extract was dried and concentrated under reduced pressure. The crystals thus formed were ... Reactants: CC=1C(=NC(N([C@H]2C[C@H](O)[C@@H](CO)O2)C1)=O)N (5-methyl-2'-deoxycytidine), P(=O)([O-])([O-])[O-].[Na+].[Na+].[Na+] (sodium phosphate). Conditions: temperature 75 celsius, time 4 hour. Product: OCC=1C(=NC(N([C@H]2C[C@H](O)[C@@H](CO)O2)C1)=O)N (5-Hydroxymethyldeoxycytidine). Reaction SMILES: [CH3:1][C:2]1[C:3]([NH2:17])=[N:4][C:5](=[O:16])[N:6]([CH:15]=1)[C@@H:7]1[O:14][C@H:11]([CH2:12][OH:13])[C@@H:9]([OH:10])[CH2:8]1.P([O-])([O-])([O-])=[O:19].[Na+].[Na+].[Na+]>>[OH:19][CH2:1][C:2]1[C:3]([NH2:17])=[N:4][C:5](=[O:16])[N:6]([CH:15]=1)[C@@H:7]1[O:14][C@H:11]([CH2:12][OH:13])[C@@H:9]([OH:10])[CH2:8]1 |f:1.2.3.4|. Reported procedure: 5-Hydroxymethyldeoxycytidine is synthesized according to the published procedure of Itahara et al. (Chem. Lett. 1591-1594, 1991). To 5-methyl-2'-deoxycytidine (0.5 mmol, available from Sigma Chemical Company) in 100 mL of sodium phosphate buffer (pH 7.0) NasS2O8 (0.5 mmol) is added and the reaction mixture stirred at 75° C. for 4 hours under argon. The reaction mixture is then concentrated and the crude 5-hydroxymethyldeoxycytidine is purified on a LiChroprep reversed-phase HPLC column by elutin... Starting materials: COC(C1=CC(=CC=C1)C#N)=O (methyl-3-cyanobenzoate), P(=S)(SCC)(OCC)[O-] (diethyl dithiophosphate). Solvent: C1CCOC1 (THF), O (water). Run at temperature 80 celsius. The product is C(N)(=S)C=1C=C(C(=O)OC)C=CC1 (methyl 3-carbamothioylbenzoate). The yield is 102.4%. Reaction SMILES: [CH3:1][O:2][C:3](=[O:12])[C:4]1[CH:9]=[CH:8][CH:7]=[C:6]([C:10]#[N:11])[CH:5]=1.P([O-])(OCC)(SCC)=[S:14]>C1COCC1.O>[C:10]([C:6]1[CH:5]=[C:4]([CH:9]=[CH:8][CH:7]=1)[C:3]([O:2][CH3:1])=[O:12])(=[S:14])[NH2:11]. Reported procedure: A solution of 2 g (0.01 mol) of methyl-3-cyanobenzoate in 32 ml of THF and 8 ml of water was charged with 2.3 g (0.012 mol) of diethyl dithiophosphate and heated at 80° C. for 24 h. THF was removed and the residue was taken in ethyl acetate. The extract was washed with water and concentrated to afford methyl 3-carbamothioylbenzoate (2.0 g) as a pale yellow solid. Reactants: [OH-].[Na+] (NaOH), C1(=CC=CC2=CC=CC=C12)SC1=NNC2=CC=C(C=C12)[N+](=O)[O-] (3-(1-naphthylsulfanyl)-5-nitro-1H-indazole), ClC=1C=C(C(=O)OO)C=CC1 (3-chloroperoxybenzoic acid), [Sn] (tin). Solvent: C(Cl)Cl (CH2Cl2), CCOC(=O)C (EtOAc), C(Cl)(Cl)Cl (CHCl3), CO (MeOH), Cl (hydrochloric acid). Run at time 4 hour. The product is C1(=CC=CC2=CC=CC=C12)S(=O)(=O)C1=NNC2=CC=C(C=C12)N ([3-(1-Naphthylsulfonyl)-1H-indazol-5-yl]amine). RXN SMILES: [C:1]1([S:11][C:12]2[C:20]3[C:15](=[CH:16][CH:17]=[C:18]([N+:21]([O-])=O)[CH:19]=3)[NH:14][N:13]=2)[C:10]2[C:5](=[CH:6][CH:7]=[CH:8][CH:9]=2)[CH:4]=[CH:3][CH:2]=1.ClC1C=C(C=CC=1)C(OO)=[O:29].[Sn].[OH-:36].[Na+]>C(Cl)(Cl)Cl.CCOC(C)=O.CO.Cl.C(Cl)Cl>[C:1]1([S:11]([C:12]2[C:20]3[C:15](=[CH:16][CH:17]=[C:18]([NH2:21])[CH:19]=3)[NH:14][N:13]=2)(=[O:29])=[O:36])[C:10]2[C:5](=[CH:6][CH:7]=[CH:8][CH:9]=2)[CH:4]=[CH:3][CH:2]=1 |f:3.4,^3:34|. Procedure: A mixture of 3-(1-naphthylsulfanyl)-5-nitro-1H-indazole (5.50 g, 17.11 mmol) and 3-chloroperoxybenzoic acid (17.91 g, 103.80 mmol) in CHCl3 was stirred at room temperature for 4 hours, diluted with EtOAc, washed sequentially with Na2SO3 solution, water and brine, dried over Na2SO4, and concentrated in vacuo to give a residue. A mixture of this residue, tin mossy (15.79 g, 133.01 mmol) in MeOH and conc. hydrochloric acid was heated at 60° C., cooled to room temperature, diluted with CH2Cl2 and ba... Starting materials: CCOC(=O)CP(=O)(OCC)OCC, Cn1cc(C=O)cn1, CN(C)C=O, [H-], [Na+], O. The product is CCOC(=O)C=Cc1cnn(C)c1. As a reaction SMILES: [CH2:11]([O:12][P:13]([O:14][CH2:15][CH3:16])(=[O:17])[CH2:19][C:20](=[O:21])[O:22][CH2:23][CH3:24])[CH3:18].[CH3:1][n:2]1[n:3][cH:4][c:5]([CH:7]=[O:8])[cH:6]1.[CH3:25][N:26]([CH3:27])[CH:28]=[O:29].[H-:9].[Na+:10].[OH2:30]>>[CH3:1][n:2]1[n:3][cH:4][c:5]([CH:7]=[CH:19][C:20](=[O:21])[O:22][CH2:23][CH3:24])[cH:6]1. Starting materials: O=C[C@H](O)[C@@H](O)[C@H](O)CO (Xylose), P(=O)([O-])([O-])[O-] (phosphate), CoCl2, [Mg+2].[Cl-].[Cl-] (MgCl2), O=C[C@H](O)[C@@H](O)[C@H](O)[C@H](O)CO (glucose). The solvent is O (water). Reaction conditions: temperature 60 celsius. Product: O=C[C@H](O)[C@@H](O)[C@H](O)CO (xylose), OCC(=O)[C@@H](O)[C@H](O)CO (xylulose). RXN SMILES: [O:1]=[CH:2][C@@H:3]([C@H:5]([C@@H:7]([CH2:9][OH:10])[OH:8])[OH:6])[OH:4].[Mg+2].[Cl-].[Cl-].P([O-])([O-])([O-])=O.[O:19]=[CH:20][C@@H:21]([C@H:23]([C@@H:25]([C@@H:27](CO)[OH:28])[OH:26])[OH:24])[OH:22]>O>[O:1]=[CH:2][C@@H:3]([C@H:5]([C@@H:7]([CH2:9][OH:10])[OH:8])[OH:6])[OH:4].[OH:19][CH2:20][C:21]([C@H:23]([C@@H:25]([CH2:27][OH:28])[OH:26])[OH:24])=[O:22] |f:1.2.3|. Reported procedure: Xylose (100 gm) was dissolved in distilled water to provide a concentration of 60% w/v. The solution was placed in a reaction vessel to which was added CoCl2 and MgCl2 to provide a concentration of Co++ =10-4M and Mg++ =10-3M. The pH of the solution was adjusted to 7.5 by the addition of a phosphate buffer. To the resulting solution was then added 5 gm of glucose isomerase extracted from Streptomyces and the temperature was maintained at 60° C. overnight (18 hours). The solution was then added t... Run in C(C)(=O)OCC (ethyl acetate), O1CCCC1 (tetrahydrofuran). Procedure: To a solution of EXAMPLE 101B (260 mg) in tetrahydrofuran (15 mL) was added NaH (97 mg). The mixture was stirred for 30 minutes. 1-Bromo-2-methoxyethane (564 mg) was added to the mixture and the mixture was stirred for 3 hours. The mixture was then stirred at reflux for 2 hours. Hexamethylphosphoramide (5 mL) and additional NaH (200 mg) were added to the mixture and the mixture was stirred at reflux overnight. The reaction mixture was diluted with ethyl acetate (200 mL) and washed with water and... As a reaction SMILES: [I:1][C:2]1[CH:3]=[N:4][N:5]([CH2:8][C:9]2([OH:15])[CH2:14][CH2:13][CH2:12][CH2:11][CH2:10]2)[C:6]=1[CH3:7].[H-].[Na+].Br[CH2:19][CH2:20][O:21][CH3:22].CN(C)P(N(C)C)(N(C)C)=O>O1CCCC1.C(OCC)(=O)C>[I:1][C:2]1[CH:3]=[N:4][N:5]([CH2:8][C:9]2([O:15][CH2:19][CH2:20][O:21][CH3:22])[CH2:10][CH2:11][CH2:12][CH2:13][CH2:14]2)[C:6]=1[CH3:7] |f:1.2|. Product: IC=1C=NN(C1C)CC1(CCCCC1)OCCOC (4-iodo-1-((1-(2-methoxyethoxy)cyclohexyl)methyl)-5-methyl-1H-pyrazole). Conditions: time 30 minute. The reactants are CN(P(=O)(N(C)C)N(C)C)C (Hexamethylphosphoramide), [H-].[Na+] (NaH), IC=1C=NN(C1C)CC1(CCCCC1)O (1((4-iodo-5-methyl-1H-pyrazol-1-yl)methyl)cyclohexanol), [H-].[Na+] (NaH), BrCCOC (1-Bromo-2-methoxyethane). Run in CCCCCC (hexane), CO (methanol). Starting materials: solution, C[Si](C)(C)C=[N+]=[N-] (trimethylsilyldiazomethane), CN(CCCNC(=NC1=NC=NC2=CC(=C(C=C12)OC)O)NC1=C(C=CC=C1C)C)C (N-(3-dimethylaminopropyl)-N′-(2,6-dimethylphenyl)-N″-(7-hydroxy-6-methoxyquinazolin-4-yl)guanidine), C(C)(C)N(C(C)C)CC (N,N-diisopropylethylamine), C(C)#N (acetonitrile). RXN SMILES: [CH3:1][Si](C=[N+]=[N-])(C)C.[CH3:8][N:9]([CH3:38])[CH2:10][CH2:11][CH2:12][NH:13][C:14]([NH:29][C:30]1[C:35]([CH3:36])=[CH:34][CH:33]=[CH:32][C:31]=1[CH3:37])=[N:15][C:16]1[C:25]2[C:20](=[CH:21][C:22]([OH:28])=[C:23]([O:26][CH3:27])[CH:24]=2)[N:19]=[CH:18][N:17]=1.C(N(CC)C(C)C)(C)C.C(#N)C>CCCCCC.CO>[CH3:27][O:26][C:23]1[CH:24]=[C:25]2[C:20](=[CH:21][C:22]=1[O:28][CH3:1])[N:19]=[CH:18][N:17]=[C:16]2[NH:15][C:14]([NH:13][CH2:12][CH2:11][CH2:10][N:9]([CH3:8])[CH3:38])=[N:29][C:30]1[C:31]([CH3:37])=[CH:32][CH:33]=[CH:34][C:35]=1[CH3:36]. The product is COC=1C=C2C(=NC=NC2=CC1OC)NC(=NC1=C(C=CC=C1C)C)NCCCN(C)C (N-(6,7-dimethoxyquinazolin-4-yl)-N′-(3-dimethylaminopropyl)-N″-(2,6-dimethylphenyl)guanidine). Run at time 16 hour. Reported procedure: An aliquot (0.15 ml) of a 2M solution of trimethylsilyldiazomethane in hexane was added to a mixture of N-(3-dimethylaminopropyl)-N′-(2,6-dimethylphenyl)-N″-(7-hydroxy-6-methoxyquinazolin-4-yl)guanidine (0.1 g), N,N-diisopropylethylamine (0.06 ml), acetonitrile (1.8 ml) and methanol (0.2 ml). The resultant reaction mixture was stirred at ambient temperature for 16 hours. The mixture was evaporated and the residue was purified by column chromatography on silica using increasingly polar mixtures o...